Dataset: the Open Reaction Database (ORD), a public repository of structured organic reaction records. Task: describe an organic reaction: reactants, conditions, products, and yield Reactants: Cc1cc(F)c([N+](=O)[O-])cc1O, [Fe], [Na+], [OH-], O. Product: Cc1cc(F)c(N)cc1O. As a reaction SMILES: [F:1][c:2]1[cH:3][c:4]([CH3:12])[c:5]([OH:11])[cH:6][c:7]1[N+:8]([O-:9])=[O:10].[Fe:16].[Na+:14].[OH-:13].[OH2:15]>>[F:1][c:2]1[cH:3][c:4]([CH3:12])[c:5]([OH:11])[cH:6][c:7]1[NH2:8]. Starting materials: COCCCCN1C(=CC2=CC=CC=C12)C(=O)N([C@H]1C[C@H](CN(C1)C(=O)OC(C)(C)C)C(=O)OC)CC(C)C (1-tert-butyl 3-methyl (3R,5S)-5-[{[1-(4-methoxybutyl)-1H-indol-2-yl]carbonyl}(2-methylpropyl)amino]piperidine-1,3-dicarboxylate), C(C)(=O)OCC.Cl (hydrogen chloride-ethyl acetate). Run in CO (methanol). Run at time 15 hour. Product: COCCCCN1C(=CC2=CC=CC=C12)C(=O)N([C@H]1C[C@H](CNC1)C(=O)OC)CC(C)C (methyl (3R,5S)-5-[{[1-(4-methoxybutyl)-1H-indol-2-yl]carbonyl}(2-methylpropyl)amino]piperidine-3-carboxylate). Isolated yield 39.8%. Reaction SMILES: [CH3:1][O:2][CH2:3][CH2:4][CH2:5][CH2:6][N:7]1[C:15]2[C:10](=[CH:11][CH:12]=[CH:13][CH:14]=2)[CH:9]=[C:8]1[C:16]([N:18]([CH2:36][CH:37]([CH3:39])[CH3:38])[C@@H:19]1[CH2:24][N:23](C(OC(C)(C)C)=O)[CH2:22][C@H:21]([C:32]([O:34][CH3:35])=[O:33])[CH2:20]1)=[O:17].C(OCC)(=O)C.Cl>CO>[CH3:1][O:2][CH2:3][CH2:4][CH2:5][CH2:6][N:7]1[C:15]2[C:10](=[CH:11][CH:12]=[CH:13][CH:14]=2)[CH:9]=[C:8]1[C:16]([N:18]([CH2:36][CH:37]([CH3:39])[CH3:38])[C@@H:19]1[CH2:24][NH:23][CH2:22][C@H:21]([C:32]([O:34][CH3:35])=[O:33])[CH2:20]1)=[O:17] |f:1.2|. Procedure: 1-(4-Methoxybutyl)-1H-indole-2-carboxylic acid (247 mg), 1-tert-butyl 3-methyl (3R,5S)-5-[(2-methylpropyl)amino]piperidine-1,3-dicarboxylate (314 mg) and diisopropylethylamine (862 μl) were dissolved in methylene chloride (5 ml), chloro-N,N,N′,N′-tetramethylformamidinium hexafluorophosphate (337 mg) was added, and the mixture was stirred at room temperature for 15 hr. The reaction mixture was subjected to silica gel column chromatography, and a fraction eluted with ethyl acetate-hexane (3:7) was...